This data is from the Open Reaction Database (ORD), a public repository of structured organic reaction records. The task is: describe an organic reaction: reactants, conditions, products, and yield Starting materials: CCCC(=O)Cl, ClCCl, N#N, O, O=Cc1cccc(O)c1, c1ccncc1. Product: CCCC(=O)Oc1cccc(C=O)c1. As a reaction SMILES: [C:16]([CH2:17][CH2:18][CH3:19])(=[O:20])[Cl:21].[Cl:25][CH2:26][Cl:27].[N:22]#[N:23].[OH2:24].[OH:1][c:2]1[cH:3][c:4]([CH:5]=[O:6])[cH:7][cH:8][cH:9]1.[cH:10]1[cH:11][cH:12][n:13][cH:14][cH:15]1>>[O:1]([c:2]1[cH:3][c:4]([CH:5]=[O:6])[cH:7][cH:8][cH:9]1)[C:16]([CH2:17][CH2:18][CH3:19])=[O:20]. The reactants are FC(F)(Br)C(F)(F)Oc1cccc(OC(F)(F)C(F)(F)Br)c1, ClC(Cl)Cl, O=S(=O)(O)Cl, Cl. The product is O=S(=O)(Cl)c1ccc(OC(F)(F)C(F)(F)Br)cc1OC(F)(F)C(F)(F)Br. As a reaction SMILES: [Br:1][C:2]([C:3]([O:4][c:5]1[cH:6][c:7]([O:11][C:12]([C:13]([Br:14])([F:15])[F:16])([F:17])[F:18])[cH:8][cH:9][cH:10]1)([F:19])[F:20])([F:21])[F:22].[CH:29]([Cl:30])([Cl:31])[Cl:32].[Cl:23][S:24](=[O:25])(=[O:26])[OH:27].[ClH:28]>>[Br:1][C:2]([C:3]([O:4][c:5]1[cH:6][c:7]([O:11][C:12]([C:13]([Br:14])([F:15])[F:16])([F:17])[F:18])[cH:8][cH:9][c:10]1[S:24]([Cl:23])(=[O:25])=[O:26])([F:19])[F:20])([F:21])[F:22].